From a dataset of the Open Reaction Database (ORD), a public repository of structured organic reaction records. describe an organic reaction: reactants, conditions, products, and yield The reactants are CC(C)(C)OC(=O)N(CCCO)Cc1ccc(Cl)nc1, ClCCl. The product is CC(C)(C)OC(=O)N(CCC=O)Cc1ccc(Cl)nc1. Reaction SMILES: [Cl:1][c:2]1[cH:3][cH:4][c:5]([CH2:8][N:9]([C:10]([O:11][C:12]([CH3:13])([CH3:14])[CH3:15])=[O:16])[CH2:17][CH2:18][CH2:19][OH:20])[cH:6][n:7]1.[Cl:21][CH2:22][Cl:23]>>[Cl:1][c:2]1[cH:3][cH:4][c:5]([CH2:8][N:9]([C:10]([O:11][C:12]([CH3:13])([CH3:14])[CH3:15])=[O:16])[CH2:17][CH2:18][CH:19]=[O:20])[cH:6][n:7]1.